Dataset: the Open Reaction Database (ORD), a public repository of structured organic reaction records. Task: describe an organic reaction: reactants, conditions, products, and yield The reactants are BrBr (Br2), C(C1=CC=CC=C1)C1=NC=CC(N1C)=O (2-benzyl-3-methyl-3H-pyrimidin-4-one), C(=O)(O)[O-].[Na+] (NaHCO3). Solvent: C(Cl)(Cl)Cl (CHCl3). Run at time 30 minute. The product is C(C1=CC=CC=C1)C1=NC=C(C(N1C)=O)Br (2-benzyl-5-bromo-3-methyl-3H-pyrimidin-4-one). Reaction SMILES: [Br:1]Br.[CH2:3]([C:10]1[N:15]([CH3:16])[C:14](=[O:17])[CH:13]=[CH:12][N:11]=1)[C:4]1[CH:9]=[CH:8][CH:7]=[CH:6][CH:5]=1.C([O-])(O)=O.[Na+]>C(Cl)(Cl)Cl>[CH2:3]([C:10]1[N:15]([CH3:16])[C:14](=[O:17])[C:13]([Br:1])=[CH:12][N:11]=1)[C:4]1[CH:5]=[CH:6][CH:7]=[CH:8][CH:9]=1 |f:2.3|. Procedure details: Br2 (2.62 mL, 52 mmol) was added to 2-benzyl-3-methyl-3H-pyrimidin-4-one (Step 2, 9.3 g, 47 mmol) in CHCl3 (100 mL) and sat NaHCO3 (100 mL). After 30 min, the organic layer was separated, dried (Na2SO4) and filtered through a plug of silica. The filtrate was concentrated under reduced pressure, and azeotroped with CHCl3 (2×). The crude compound was dried under high vacuum for 16 h to provide the title compound. MS (ESI pos. ion) m/z: 279.0, 281.1. Calc'd for C12H11BrN2O: 278.01. Starting materials: COC1=CC=C(C=C1)S(=O)(=O)Cl (4-methoxybenzenesulphonyl chloride), NC=1C=CC(=NC1)CCCC(=O)O (4-(5-aminopyrid-2-yl)butanoic acid). Run in N1=CC=CC=C1 (pyridine). Reaction conditions: time 18 hour. The product is COC1=CC=C(C=C1)S(=O)(=O)NC=1C=CC(=NC1)CCCC(=O)O (4-[5-(4-Methoxybenzenesulphonamido)pyrid-2-yl]butanoic acid). Isolated yield 56.1%. As a reaction SMILES: [CH3:1][O:2][C:3]1[CH:8]=[CH:7][C:6]([S:9](Cl)(=[O:11])=[O:10])=[CH:5][CH:4]=1.[NH2:13][C:14]1[CH:15]=[CH:16][C:17]([CH2:20][CH2:21][CH2:22][C:23]([OH:25])=[O:24])=[N:18][CH:19]=1>N1C=CC=CC=1>[CH3:1][O:2][C:3]1[CH:8]=[CH:7][C:6]([S:9]([NH:13][C:14]2[CH:15]=[CH:16][C:17]([CH2:20][CH2:21][CH2:22][C:23]([OH:25])=[O:24])=[N:18][CH:19]=2)(=[O:11])=[O:10])=[CH:5][CH:4]=1. Procedure details: A solution of 4-methoxybenzenesulphonyl chloride (2.06 g) and 4-(5-aminopyrid-2-yl)butanoic acid (1.8 g) in pyridine (15 ml) was allowed to stand at room temperature for 18 hours. The solvent was removed and the residue was dissolved in water and treated with dilute hydrochloric acid to give a solution at pH 4.5. The resulting precipitate was collected and recrystallised from ethanol to give the title compound (1.96 g) as prisms. m.p. 129°-130° C.